This data is from the Open Reaction Database (ORD), a public repository of structured organic reaction records. The task is: describe an organic reaction: reactants, conditions, products, and yield The reactants are C(CO)Cl (ethylenechlorohydrin), OCCNC1=C(C=C(C(=C1)Cl)N)[N+](=O)[O-] (1-beta-hydroxyethylamino-2-nitro-4-amino-5-chlorobenzene), [OH-].[Na+] (NaOH). Solvent: methylglycol, O (water). Run at temperature 130 celsius, time 3 hour. The product is OCCNC1=C(C=C(C(=C1)Cl)NCCO)[N+](=O)[O-] (1,4-Di-(Beta-Hydroxyethylamino)-2-Nitro-5-Chlorobenzene). As a reaction SMILES: [OH:1][CH2:2][CH2:3][NH:4][C:5]1[CH:10]=[C:9]([Cl:11])[C:8]([NH2:12])=[CH:7][C:6]=1[N+:13]([O-:15])=[O:14].[CH2:16](Cl)[CH2:17][OH:18].[OH-].[Na+]>O>[OH:1][CH2:2][CH2:3][NH:4][C:5]1[CH:10]=[C:9]([Cl:11])[C:8]([NH:12][CH2:16][CH2:17][OH:18])=[CH:7][C:6]=1[N+:13]([O-:15])=[O:14] |f:2.3|. Reported procedure: 79.0 g (0.33 mole) of 1-beta-hydroxyethylamino-2-nitro-4-amino-5-chlorobenzene were dissolved in 150 ml methylglycol and 36 g (0.5 mole) ethylenechlorohydrin. 19.8 g of NaOH dissolved in 180 ml water were then added while stirring over a period of 3 hours at a bath temperature of 130°C. The final product was removed by suction after cooling and was recrystallized from water. Yield: 35 g 1,4-di-(beta-hydroxyethylamino)-2-nitro-5-chlorobenzene; m.p.: 127°-128°C. Analysis: C10H14N3O4Cl Reactants: [H-].[Na+] (Sodium hydride), [H-].[Na+] (NaH), FC(C(=O)O)(F)F (trifluoroacetic acid), C(C1=CC=CC=C1)(=O)C1=CC=CC2=CC=CC=C12 (1-Benzoylnaphthalene). Run in C(Cl)Cl (methylene chloride). Run at time 8 hour. The product is C(C1=CC=CC=C1)C1=CC=CC2=CC=CC=C12 (1-benzylnaphthalene). Yield: 80.0%. RXN SMILES: [H-].[Na+].FC(F)(F)C(O)=O.[C:10]([C:18]1[C:27]2[C:22](=[CH:23][CH:24]=[CH:25][CH:26]=2)[CH:21]=[CH:20][CH:19]=1)(=O)[C:11]1[CH:16]=[CH:15][CH:14]=[CH:13][CH:12]=1>C(Cl)Cl>[CH2:10]([C:18]1[C:27]2[C:22](=[CH:23][CH:24]=[CH:25][CH:26]=2)[CH:21]=[CH:20][CH:19]=1)[C:11]1[CH:16]=[CH:15][CH:14]=[CH:13][CH:12]=1 |f:0.1|. Procedure details: Sodium hydride pellets (98% NaH; 3.5 g; 5.3 eq) were added to 50 mL of trifluoroacetic acid at ice-water bath temperature, under nitrogen atmosphere. 1-Benzoylnaphthalene (4.0 g; 17.2 mMol), as prepared above, in 25 mL of methylene chloride, was added dropwise. The mixture was allowed to stir overnight while warming to room temperature. The mixture was poured onto ice, the layers were separated, and the aqueous layer was extracted with methylene chloride. The combined organic extractions were wa... The reactants are C1=NC(=CC=2C3=CC=CC=C3NC12)C=O (beta-carboline-3-carboxaldehyde), C(CC(=O)O)(=O)O (malonic acid), N1CCCCC1 (piperidine). The solvent is O (water). Yields the product C1=NC(=CC=2C3=CC=CC=C3NC12)C=CC(=O)O (3-(3-beta-carbolinyl)acrylic acid). Yield: 94.7%. RXN SMILES: [CH:1]1[C:13]2[NH:12][C:11]3[C:6](=[CH:7][CH:8]=[CH:9][CH:10]=3)[C:5]=2[CH:4]=[C:3]([CH:14]=O)[N:2]=1.C(O)(=O)[CH2:17][C:18]([OH:20])=[O:19].N1CCCCC1>O>[CH:1]1[C:13]2[NH:12][C:11]3[C:6](=[CH:7][CH:8]=[CH:9][CH:10]=3)[C:5]=2[CH:4]=[C:3]([CH:14]=[CH:17][C:18]([OH:20])=[O:19])[N:2]=1. Reported procedure: A mixture of 2.0 g of beta-carboline-3-carboxaldehyde, 2.0 g of malonic acid, 40 ml of water-free pyridine and 0.1 ml of piperidine is heated in a steam bath for 4 h. The solvent is evacuated in vacuum and after adding 20 ml of 2-propanol, the precipitate is filtered off. 2.3 g of 3-(3-beta-carbolinyl)acrylic acid with a m.p. of 240°-260° C. (decomposition) is obtained. Reactants: C(C)OC(COC1=CC=CC=2C(COC21)=O)=O (ethyl[(3-oxo-2,3-dihydrobenzofuran-7-yl)oxy]acetate), Br.[NH+]1=CC=CC=C1 (pyridinium hydrobromide), O (water). The solvent is C(Cl)(Cl)Cl (chloroform). Conditions: time 30 minute. Yields the product C(C)OC(COC1=CC=CC=2C(C(OC21)Br)=O)=O (ethyl[(2-bromo-3-oxo-2,3-dihydrobenzofuran-7-yl)oxy]acetate). Reaction SMILES: [CH2:1]([O:3][C:4](=[O:17])[CH2:5][O:6][C:7]1[C:15]2[O:14][CH2:13][C:12](=[O:16])[C:11]=2[CH:10]=[CH:9][CH:8]=1)[CH3:2].[BrH:18].[NH+]1C=CC=CC=1.O>C(Cl)(Cl)Cl>[CH2:1]([O:3][C:4](=[O:17])[CH2:5][O:6][C:7]1[C:15]2[O:14][CH:13]([Br:18])[C:12](=[O:16])[C:11]=2[CH:10]=[CH:9][CH:8]=1)[CH3:2] |f:1.2|. Reported procedure: To a solution of ethyl[(3-oxo-2,3-dihydrobenzofuran-7-yl)oxy]acetate (1.00 g, 4.23 mmol) in chloroform (30 mL) was added pyridinium hydrobromide perbromide (1.35 g, 4.23 mmol) at 0° C. and the mixture was stirred at room temperature for 30 minutes. The reaction mixture was poured into water. The organic layer was washed with water, dried over MgSO4, and filtered. The filtrate was concentrated under reduced pressure to provide 1.20 g of ethyl[(2-bromo-3-oxo-2,3-dihydrobenzofuran-7-yl)oxy]acetate....